From a dataset of the Open Reaction Database (ORD), a public repository of structured organic reaction records. describe an organic reaction: reactants, conditions, products, and yield The reactants are Cl (hydrochloric acid), N1=CC=C(C2=CC=CC=C12)C(C)=O (1-Quinolin-4-yl-ethanone), C(C)OC(=O)C1=CC2=C(N(C(=N2)C2=CC(=C(C=C2)N)C=O)C2CCCCC2)C=C1 (2-(4-amino-3-formyl-phenyl)-1-cyclohexyl-1H-benzoimidazole-5-carboxylic acid ethyl ester), [OH-].[K+] (KOH). Run in C(C)O (ethanol). Run at temperature 75 celsius, time 8 hour. Yields the product N1=C(C=CC2=CC(=CC=C12)C1=NC2=C(N1C1CCCCC1)C=CC(=C2)C(=O)O)C2=CC=NC1=CC=CC=C21 (2-[2,4′]biquinolinyl-6-yl-1-cyclohexyl-1H-benzoimidazole-5-carboxylic acid). The yield is 19.3%. Reaction SMILES: [N:1]1[C:10]2[C:5](=[CH:6][CH:7]=[CH:8][CH:9]=2)[C:4]([C:11](=O)[CH3:12])=[CH:3][CH:2]=1.C([O:16][C:17]([C:19]1[CH:42]=[CH:41][C:22]2[N:23]([CH:35]3[CH2:40][CH2:39][CH2:38][CH2:37][CH2:36]3)[C:24]([C:26]3[CH:31]=[CH:30][C:29]([NH2:32])=[C:28]([CH:33]=O)[CH:27]=3)=[N:25][C:21]=2[CH:20]=1)=[O:18])C.[OH-].[K+].Cl>C(O)C>[N:32]1[C:29]2[C:28](=[CH:27][C:26]([C:24]3[N:23]([CH:35]4[CH2:36][CH2:37][CH2:38][CH2:39][CH2:40]4)[C:22]4[CH:41]=[CH:42][C:19]([C:17]([OH:18])=[O:16])=[CH:20][C:21]=4[N:25]=3)=[CH:31][CH:30]=2)[CH:33]=[CH:12][C:11]=1[C:4]1[C:5]2[C:10](=[CH:9][CH:8]=[CH:7][CH:6]=2)[N:1]=[CH:2][CH:3]=1 |f:2.3|. Procedure: (1-Quinolin-4-yl-ethanone (43 mg, 0.25 mmol) and 2-(4-amino-3-formyl-phenyl)-1-cyclohexyl-1H-benzoimidazole-5-carboxylic acid ethyl ester (98 mg, 0.25 mmol) were dissolved in 500 μL ethanol and 500 μL 10% ethanolic KOH were then added. The reaction was stirred at 75° C. overnight. The reaction was acidified with 4N hydrochloric acid, extracted three times with ethyl acetate, and the organic extracts were dried with sodium sulfate and then evaporated. Purification via reverse-phase HPLC gave 24 m... Starting materials: CN(C)CC1C(C2=CC=CC=C2CC1)=O (2-dimethylaminomethyl-3,4-dihydro-naphthalen-1-one), Grignard reagent, [Mg] (magnesium), COC=1C=C(CCl)C=CC1 (3-methoxybenzyl chloride), [Cl-].[NH4+] (ammonium chloride). Run in C(C)OCC (diethyl ether), C(C)OCC (diethyl ether). Yields the product CN(C)CC1C(C2=CC=CC=C2CC1)(O)CC1=CC(=CC=C1)OC ((1RS,2RS)-2-Dimethylaminomethyl-1-(3-methoxybenzyl)-1,2,3,4-tetrahydro-naphth-1-ol). Reaction SMILES: [CH3:1][N:2]([CH2:4][CH:5]1[CH2:14][CH2:13][C:12]2[C:7](=[CH:8][CH:9]=[CH:10][CH:11]=2)[C:6]1=[O:15])[CH3:3].[Mg].[CH3:17][O:18][C:19]1[CH:20]=[C:21]([CH:24]=[CH:25][CH:26]=1)[CH2:22]Cl.[Cl-].[NH4+]>C(OCC)C>[CH3:3][N:2]([CH2:4][CH:5]1[CH2:14][CH2:13][C:12]2[C:7](=[CH:8][CH:9]=[CH:10][CH:11]=2)[C:6]1([CH2:22][C:21]1[CH:24]=[CH:25][CH:26]=[C:19]([O:18][CH3:17])[CH:20]=1)[OH:15])[CH3:1] |f:3.4|. Procedure details: A solution of 8.13 g 2-dimethylaminomethyl-3,4-dihydro-naphthalen-1-one in 20 ml dry diethyl ether was added dropwise to a freshly prepared Grignard reagent of 1.46 g magnesium filings and 8.8 ml 3-methoxybenzyl chloride in 50 ml dry diethyl ether at 20° C., while stirring. The reaction mixture was heated under reflux for 3 hours, decomposed by dropwise addition of 30 ml of a saturated ammonium chloride solution and, after dilution with distilled water, extracted three times with 50 ml diethyl e... Procedure details: Sodium nitrite (11.7 g, 0.17 mol) in 25 mL water was added dropwise to a cold stirred mixture of 2-(2,2,2-trifluoroethoxy)aniline hydrochloride (33.7 g, 0.15 mol), concentrated HCl (53 mL) and water (25 mL) so that the temperature remained at -5° to -3° C. After the additio was complete, a solution of stannous chloride dihydrate (71.7 g, 0.32 mol) in 122 mL 6N HCl was added over a 1 hour period. After 0.5 hour at 0° C. the reaction was allowed to warm to room temperature. Stirring was continued ... Starting materials: stannous chloride dihydrate, N(=O)[O-].[Na+] (Sodium nitrite), [OH-].[Na+] (NaOH), Cl.FC(COC1=C(N)C=CC=C1)(F)F (2-(2,2,2-trifluoroethoxy)aniline hydrochloride). The yield is 72.5%. Yields the product Cl.FC(COC1=C(C=CC=C1)NN)(F)F (2-(2,2,2-trifluoroethoxy)phenylhydrazine hydrochloride). As a reaction SMILES: [N:1]([O-])=O.[Na+].[ClH:5].[F:6][C:7]([F:18])([F:17])[CH2:8][O:9][C:10]1[CH:16]=[CH:15][CH:14]=[CH:13][C:11]=1[NH2:12].[OH-].[Na+]>O.Cl.C(OCC)(=O)C.CCOCC>[ClH:5].[F:6][C:7]([F:17])([F:18])[CH2:8][O:9][C:10]1[CH:16]=[CH:15][CH:14]=[CH:13][C:11]=1[NH:12][NH2:1] |f:0.1,2.3,4.5,10.11|. The solvent is O (water), C(C)(=O)OCC (ethyl acetate), CCOCC (ether), Cl (HCl), Cl (HCl), O (water), O (water), Cl (HCl). Conditions: time 0.5 hour. Reactants: C(CCC)[Li] (n-butyllithium), BrC1=CC=C(C=C1)C1CN(CCO1)C(=O)OC(C)(C)C (tert-Butyl 2-(4-bromophenyl)morpholine-4-carboxylate), CON(C(C)=O)C (N-Methoxy-N-methylacetamide). Run in C1CCOC1 (THF). Reaction conditions: temperature -78 celsius, time 1 hour. Yields the product C(C)(=O)C1=CC=C(C=C1)C1CN(CCO1)C(=O)OC(C)(C)C (tert-Butyl 2-(4-acetylphenyl)morpholine-4-carboxylate). RXN SMILES: Br[C:2]1[CH:7]=[CH:6][C:5]([CH:8]2[O:13][CH2:12][CH2:11][N:10]([C:14]([O:16][C:17]([CH3:20])([CH3:19])[CH3:18])=[O:15])[CH2:9]2)=[CH:4][CH:3]=1.C([Li])CCC.CON(C)[C:29](=[O:31])[CH3:30]>C1COCC1>[C:29]([C:2]1[CH:7]=[CH:6][C:5]([CH:8]2[O:13][CH2:12][CH2:11][N:10]([C:14]([O:16][C:17]([CH3:20])([CH3:19])[CH3:18])=[O:15])[CH2:9]2)=[CH:4][CH:3]=1)(=[O:31])[CH3:30]. Reported procedure: tert-Butyl 2-(4-bromophenyl)morpholine-4-carboxylate (750 mg, 2.19 mmol, CAS 1131220-82-0) in THF (6 ml) was cooled to −78° C., treated dropwise with n-butyllithium (2.05 ml, 3.29 mmol, 1.6 M solution in hexane) and stirred 1 h at −78° C. N-Methoxy-N-methylacetamide (226 mg, 2.19 mmol) was added and the mixture was stirred for 1 h at −78° C., and then allowed to warm up to −5° C. The reaction mixture was quenched by addition of saturated ammonium chloride solution (4 ml) and water (4 ml) and the... Run in CS(=O)C (dimethylsulfoxide), CS(=O)C (dimethylsulfoxide). Product: CC(CC1=CC=C(C=C1)OC)N=C(C(=O)C1=CC=CC=C1)OCC1=CC=CC=C1 (α-(α-methyl-4-methoxyphenethylimino)-2-benzyloxyacetophenone). Starting materials: O.C(C1=CC=CC=C1)OC1=C(C=CC=C1)C(=O)C=O (2-benzyloxyphenylglyoxal hydrate), CC(CC1=CC=C(C=C1)OC)N (α-methyl-4-methoxyphenethylamine). Reaction SMILES: [OH2:1].[CH2:2]([O:9][C:10]1[CH:15]=[CH:14][CH:13]=[CH:12][C:11]=1[C:16]([CH:18]=O)=O)[C:3]1[CH:8]=[CH:7][CH:6]=[CH:5][CH:4]=1.[CH3:20][CH:21]([NH2:31])[CH2:22][C:23]1[CH:28]=[CH:27][C:26]([O:29][CH3:30])=[CH:25][CH:24]=1>CS(C)=O>[CH3:20][CH:21]([N:31]=[C:10]([O:9][CH2:2][C:3]1[CH:4]=[CH:5][CH:6]=[CH:7][CH:8]=1)[C:15]([C:14]1[CH:13]=[CH:12][CH:11]=[CH:16][CH:18]=1)=[O:1])[CH2:22][C:23]1[CH:28]=[CH:27][C:26]([O:29][CH3:30])=[CH:25][CH:24]=1 |f:0.1|. Run at time 45 minute. Reported procedure: 3.08 g of 2-benzyloxyphenylglyoxal hydrate (crude oil) are dissolved in 10 ml of dimethylsulfoxide, and 2.1 g of α-methyl-4-methoxyphenethylamine are added thereto. The mixture is stirred at room temperature for 45 minutes, whereby a solution of α-(α-methyl-4-methoxyphenethylimino)-2-benzyloxyacetophenone in dimethylsulfoxide is obtained. Reactants: C(CC)C(CO)CO (2-propylpropan-1,3-diol), C(=O)[C@H]1OC[C@@H](OC1)C1=CC=C(C=C1)OC (trans-5-formyl-2-p-methoxyphenyl-1,4-dioxane), C1(=CC=C(C=C1)S(=O)(=O)O)C (p-toluene sulphonic acid), C1(=CC=CC=C1)C (toluene). The solvent is O (water). Product: COC1=CC=C(C=C1)[C@@H]1OC[C@H](OC1)[C@@H]1OC[C@H](CO1)CCC (trans-2-p-methoxyphenyl-5-(trans-5-propyl-1,3-dioxan-2-yl)-1,4-dioxane). RXN SMILES: [CH2:1]([CH:4]([CH2:7][OH:8])[CH2:5][OH:6])[CH2:2][CH3:3].[CH:9]([C@@H:11]1[CH2:16][O:15][C@@H:14]([C:17]2[CH:22]=[CH:21][C:20]([O:23][CH3:24])=[CH:19][CH:18]=2)[CH2:13][O:12]1)=O.C1(C)C=CC(S(O)(=O)=O)=CC=1.C1(C)C=CC=CC=1>O>[CH3:24][O:23][C:20]1[CH:21]=[CH:22][C:17]([C@H:14]2[CH2:13][O:12][C@H:11]([C@H:9]3[O:8][CH2:7][C@H:4]([CH2:1][CH2:2][CH3:3])[CH2:5][O:6]3)[CH2:16][O:15]2)=[CH:18][CH:19]=1. Reported procedure: A mixture of 1.2 g. 2-propylpropan-1,3-diol, 2.2 g. trans-5-formyl-2-p-methoxyphenyl-1,4-dioxane (obtainable by reaction of 1,1-ethylenedioxypropan-2,3-diol with p-methoxystyrene oxide and hydrolysis), 0.01 g. p-toluene sulphonic acid and 15 ml. toluene is boiled on a water separator for 3 hours, cooled, washed with water and evaporated. One obtains trans-2-p-methoxyphenyl-5-(trans-5-propyl-1,3-dioxan-2-yl)-1,4-dioxane.